This data is from the Open Reaction Database (ORD), a public repository of structured organic reaction records. The task is: describe an organic reaction: reactants, conditions, products, and yield Reactants: CC1=NN(C(=C1)C)C(NS(=O)(=O)C1=CC=C(C=C1)C)=N (N-[(3,5-dimethylpyrazol-1-yl)-iminomethyl]-4-methylbenzene-sulfonamide), CS(=O)(=O)O (methanesulfonic acid), COC1=CC=C(CN)C=C1 (4-methoxybenzylamine). Yields the product NN(CC1=CC=C(C=C1)OC)C=NS(=O)(=O)C1=CC=C(C=C1)C (N-[(amino-4-methoxybenzylamino)-methylene]-4-methylbenzene-sulfonamide). As a reaction SMILES: [CH3:1][C:2]1[CH:6]=[C:5](C)[N:4]([C:8](=N)[NH:9][S:10]([C:13]2[CH:18]=[CH:17][C:16]([CH3:19])=[CH:15][CH:14]=2)(=[O:12])=[O:11])[N:3]=1.CS(O)(=O)=O.[CH3:26][O:27][C:28]1C=CC(CN)=[CH:30][CH:29]=1>>[NH2:3][N:4]([CH:8]=[N:9][S:10]([C:13]1[CH:14]=[CH:15][C:16]([CH3:19])=[CH:17][CH:18]=1)(=[O:11])=[O:12])[CH2:5][C:6]1[CH:2]=[CH:1][C:28]([O:27][CH3:26])=[CH:29][CH:30]=1. Reported procedure: The compound of Example 6 was prepared according to the accompanying synthesis procedure from 0.5 ml of N-[(3,5-dimethylpyrazol-1-yl)-iminomethyl]-4-methylbenzene-sulfonamide solution (0.2 M, acetonitrile) with 19 mg of methanesulfonic acid and 0.5 ml of 4-methoxybenzylamine solution (1.0 M, acetonitrile) and filed in a substance databank. Calculated mol. wt. 333.41; found mol. wt. (M+H) 334.2; 667.0 (Dimer) Product: COC1=CC(=C(CN2N=CC3=CC(=CC=C23)C=C2C(N=C(S2)N2[C@H](CCC2)C(=O)O)=O)C=C1)C(F)(F)F (1-{5-[1-(4-Methoxy-2-trifluoromethyl-benzyl)-1H-indazol-5-ylmethylene]-4-oxo-4,5-dihydro-thiazol-2-yl}-pyrrolidine-2-(R)-carboxylic acid). Procedure details: 1-{5-[1-(4-Methoxy-2-trifluoromethyl-benzyl)-1H-indazol-5-ylmethylene]-4-oxo-4,5-dihydro-thiazol-2-yl}-pyrrolidine-2-(R)-carboxylic acid was prepared from 5-[1-(4-methoxy-2-trifluoromethyl-benzyl)-1H-indazol-5-ylmethylene]-2-methylsulfanyl-thiazol-4-one and pyrrolidine-2-(R)-carboxylic acid following General Procedure C. Reactants: COC1=CC(=C(CN2N=CC3=CC(=CC=C23)C=C2C(N=C(S2)SC)=O)C=C1)C(F)(F)F (5-[1-(4-methoxy-2-trifluoromethyl-benzyl)-1H-indazol-5-ylmethylene]-2-methylsulfanyl-thiazol-4-one), N1[C@H](CCC1)C(=O)O (pyrrolidine-2-(R)-carboxylic acid). RXN SMILES: [CH3:1][O:2][C:3]1[CH:27]=[CH:26][C:6]([CH2:7][N:8]2[C:16]3[C:11](=[CH:12][C:13]([CH:17]=[C:18]4[S:22][C:21](SC)=[N:20][C:19]4=[O:25])=[CH:14][CH:15]=3)[CH:10]=[N:9]2)=[C:5]([C:28]([F:31])([F:30])[F:29])[CH:4]=1.[NH:32]1[CH2:36][CH2:35][CH2:34][C@@H:33]1[C:37]([OH:39])=[O:38]>>[CH3:1][O:2][C:3]1[CH:27]=[CH:26][C:6]([CH2:7][N:8]2[C:16]3[C:11](=[CH:12][C:13]([CH:17]=[C:18]4[S:22][C:21]([N:32]5[CH2:36][CH2:35][CH2:34][C@@H:33]5[C:37]([OH:39])=[O:38])=[N:20][C:19]4=[O:25])=[CH:14][CH:15]=3)[CH:10]=[N:9]2)=[C:5]([C:28]([F:30])([F:29])[F:31])[CH:4]=1. Reactants: ClC1=C(C(=CC=C1)Cl)C1=CC2=C(N=C(N=C2)SC)N(C1=O)C (6-(2,6-Dichlorophenyl)-8-methyl-2-methylsulfanyl-8H-pyrido[2,3-d]pyrimidin-7-one), CNC (dimethylamine). The product is ClC1=C(C(=CC=C1)Cl)C1=CC2=C(N=C(N=C2)N(C)C)N(C1=O)C (6-(2,6-Dichlorophenyl)-2-dimethylamino-8-methyl-8H-pyrido[2,3-d]pyrimidin-7-one). RXN SMILES: [Cl:1][C:2]1[CH:7]=[CH:6][CH:5]=[C:4]([Cl:8])[C:3]=1[C:9]1[C:20](=[O:21])[N:19]([CH3:22])[C:12]2[N:13]=[C:14](SC)[N:15]=[CH:16][C:11]=2[CH:10]=1.[CH3:23][NH:24][CH3:25]>>[Cl:1][C:2]1[CH:7]=[CH:6][CH:5]=[C:4]([Cl:8])[C:3]=1[C:9]1[C:20](=[O:21])[N:19]([CH3:22])[C:12]2[N:13]=[C:14]([N:24]([CH3:25])[CH3:23])[N:15]=[CH:16][C:11]=2[CH:10]=1. Reported procedure: This compound was prepared by a procedure similar to that described in Example 40 starting with 6-(2,6-dichlorophenyl)-8-methyl-2-methylsulfanyl-8H-pyrido[2,3-d]pyrimidin-7-one of Example 37 and dimethylamine gas; mp 256°-258° C. The reactants are BrB(Br)Br, CCSCC(O)(C(Nc1cccc2nc(C)ccc12)c1ccc(Cl)c(OC)c1F)C(F)(F)F, ClCCl. The product is CCSCC(O)(C(Nc1cccc2nc(C)ccc12)c1ccc(Cl)c(O)c1F)C(F)(F)F. RXN SMILES: [B:34]([Br:35])([Br:36])[Br:37].[Cl:1][c:2]1[c:3]([O:32][CH3:33])[c:4]([F:31])[c:5]([CH:8]([C:9]([OH:10])([C:11]([F:12])([F:13])[F:14])[CH2:15][S:16][CH2:17][CH3:18])[NH:19][c:20]2[c:21]3[cH:22][cH:23][c:24]([CH3:30])[n:25][c:26]3[cH:27][cH:28][cH:29]2)[cH:6][cH:7]1.[Cl:38][CH2:39][Cl:40]>>[Cl:1][c:2]1[c:3]([OH:32])[c:4]([F:31])[c:5]([CH:8]([C:9]([OH:10])([C:11]([F:12])([F:13])[F:14])[CH2:15][S:16][CH2:17][CH3:18])[NH:19][c:20]2[c:21]3[cH:22][cH:23][c:24]([CH3:30])[n:25][c:26]3[cH:27][cH:28][cH:29]2)[cH:6][cH:7]1. Reaction SMILES: [F:1][C:2]1[CH:26]=[CH:25][C:5]([CH2:6][N:7]([CH2:14][CH2:15][N:16]([CH3:24])[CH2:17][CH2:18][CH2:19][CH2:20][CH2:21][CH2:22][NH2:23])[C:8]2[CH:13]=[CH:12][CH:11]=[CH:10][N:9]=2)=[CH:4][CH:3]=1.[C:27](N1C=CN=C1)(N1C=CN=C1)=[O:28].[N:39]1([CH2:45][C:46]2[CH:47]=[C:48]([CH:54]=[CH:55][CH:56]=2)[O:49][CH2:50][CH2:51][CH2:52][NH2:53])[CH2:44][CH2:43][CH2:42][CH2:41][CH2:40]1>>[F:1][C:2]1[CH:26]=[CH:25][C:5]([CH2:6][N:7]([CH2:14][CH2:15][N:16]([CH2:17][CH2:18][CH2:19][CH2:20][CH2:21][CH2:22][NH:23][C:27]([NH:53][CH2:52][CH2:51][CH2:50][O:49][C:48]2[CH:54]=[CH:55][CH:56]=[C:46]([CH2:45][N:39]3[CH2:44][CH2:43][CH2:42][CH2:41][CH2:40]3)[CH:47]=2)=[O:28])[CH3:24])[C:8]2[CH:13]=[CH:12][CH:11]=[CH:10][N:9]=2)=[CH:4][CH:3]=1. Reported procedure: Preparation is effected analogously to Example 63, using 0.50 g (1.4 mmol) of N-[2-[N-(4-fluorobenzyl)-N-(2-pyridyl)amino]ethyl]-N-methyl-1,6-hexanediamine and the equimolar amounts of 1,1'-carbonyldiimidazole and 3-[3-(piperidinomethyl)phenoxy]propylamine as starting materials. Chromatographic working-up analogously to Example 63 yields the purified title compound in the form of a viscous oil; MS (+FAB method): m/z (rel. int. [%])=633 ([M+H]+, 1), 154 ([m-NO2 -benzylOH] 100); IR (KBr): 1640 cm-... Product: FC1=CC=C(CN(C2=NC=CC=C2)CCN(C)CCCCCCNC(=O)NCCCOC2=CC(=CC=C2)CN2CCCCC2)C=C1 (N-[6-[N-[2-[N-(4-fluorobenzyl)-N-(2-pyridyl)amino]ethyl]-N-methylamino]hexyl]-N'-[3-[3-(piperidinomethyl)phenoxy]propyl]urea). Reactants: FC1=CC=C(CN(C2=NC=CC=C2)CCN(CCCCCCN)C)C=C1 (N-[2-[N-(4-fluorobenzyl)-N-(2-pyridyl)amino]ethyl]-N-methyl-1,6-hexanediamine), C(=O)(N1C=NC=C1)N1C=NC=C1 (1,1'-carbonyldiimidazole), N1(CCCCC1)CC=1C=C(OCCCN)C=CC1 (3-[3-(piperidinomethyl)phenoxy]propylamine). Starting materials: ClC1=C(C(=O)C2=C(SC(=C2)CC)N2C(=NN=C2CNC(=O)C=2N(C3=CC=CC=C3C2)CC(=O)OCC)CO)C=CC=C1 (Ethyl 2-(4-(3-(2-chlorobenzoyl)-5-ethylthiophen-2-yl)-3-hydroxymethyl[1,2,4]triazol-5-ylmethylcarbamoyl)indole-1-acetate), [OH-].[Na+] (sodium hydroxide). Procedure details: Ethyl 2-(4-(3-(2-chlorobenzoyl)-5-ethylthiophen-2-yl)-3-hydroxymethyl[1,2,4]triazol-5-ylmethylcarbamoyl)indole-1-acetate is subjected to alkali hydrolysis using a 2M aqueous sodium hydroxide solution to give 2-(4-(3-(2-chlorobenzoyl)-5-ethylthiophen-2-yl)-3-hydroxymethyl[1,2,4]triazol-5-ylmethylcarbamoyl)indole-1-acetic acid. Reaction SMILES: [Cl:1][C:2]1[CH:42]=[CH:41][CH:40]=[CH:39][C:3]=1[C:4]([C:6]1[CH:10]=[C:9]([CH2:11][CH3:12])[S:8][C:7]=1[N:13]1[C:17]([CH2:18][NH:19][C:20]([C:22]2[N:23]([CH2:31][C:32]([O:34]CC)=[O:33])[C:24]3[C:29]([CH:30]=2)=[CH:28][CH:27]=[CH:26][CH:25]=3)=[O:21])=[N:16][N:15]=[C:14]1[CH2:37][OH:38])=[O:5].[OH-].[Na+]>>[Cl:1][C:2]1[CH:42]=[CH:41][CH:40]=[CH:39][C:3]=1[C:4]([C:6]1[CH:10]=[C:9]([CH2:11][CH3:12])[S:8][C:7]=1[N:13]1[C:17]([CH2:18][NH:19][C:20]([C:22]2[N:23]([CH2:31][C:32]([OH:34])=[O:33])[C:24]3[C:29]([CH:30]=2)=[CH:28][CH:27]=[CH:26][CH:25]=3)=[O:21])=[N:16][N:15]=[C:14]1[CH2:37][OH:38])=[O:5] |f:1.2|. Product: ClC1=C(C(=O)C2=C(SC(=C2)CC)N2C(=NN=C2CNC(=O)C=2N(C3=CC=CC=C3C2)CC(=O)O)CO)C=CC=C1 (2-(4-(3-(2-chlorobenzoyl)-5-ethylthiophen-2-yl)-3-hydroxymethyl[1,2,4]triazol-5-ylmethylcarbamoyl)indole-1-acetic acid). Starting materials: ClC1=NC=CC(=N1)C1=C(N=C2N1C=CC=C2)C=2C=C(C(=O)NC1=C(C=CC=C1F)F)C=CC2 (3-[3-(2-chloro-4-pyrimidinyl)imidazo[1,2-a]pyridin-2-yl]-N-(2,6-difluorophenyl)benzamide), C(C)C=1C(=CC(=C(N)C1)OC)N1CCC(CC1)N1CCN(CC1)S(=O)(=O)C (5-ethyl-2-(methyloxy)-4-{4-[4-(methylsulfonyl)-1-piperazinyl]-1-piperidinyl}aniline), C1(=CC=C(C=C1)S(=O)(=O)O)C (para-toluenesulfonic acid). The solvent is CC(C)O (i-PrOH). Run at temperature 175 celsius. Yields the product FC1=C(C(=CC=C1)F)NC(C1=CC(=CC=C1)C=1N=C2N(C=CC=C2)C1C1=NC(=NC=C1)NC1=C(C=C(C(=C1)CC)N1CCC(CC1)N1CCN(CC1)S(=O)(=O)C)OC)=O (N-(2,6-difluorophenyl)-3-(3-{2-[(5-ethyl-2-(methyloxy)-4-{4-[4-(methylsulfonyl)-1-piperazinyl]-1-piperidinyl}phenyl)amino]-4-pyrimidinyl}imidazo[1,2-a]pyridin-2-yl)benzamide). The yield is 34.3%. RXN SMILES: Cl[C:2]1[N:7]=[C:6]([C:8]2[N:12]3[CH:13]=[CH:14][CH:15]=[CH:16][C:11]3=[N:10][C:9]=2[C:17]2[CH:18]=[C:19]([CH:31]=[CH:32][CH:33]=2)[C:20]([NH:22][C:23]2[C:28]([F:29])=[CH:27][CH:26]=[CH:25][C:24]=2[F:30])=[O:21])[CH:5]=[CH:4][N:3]=1.[CH2:34]([C:36]1[C:37]([N:45]2[CH2:50][CH2:49][CH:48]([N:51]3[CH2:56][CH2:55][N:54]([S:57]([CH3:60])(=[O:59])=[O:58])[CH2:53][CH2:52]3)[CH2:47][CH2:46]2)=[CH:38][C:39]([O:43][CH3:44])=[C:40]([CH:42]=1)[NH2:41])[CH3:35].C1(C)C=CC(S(O)(=O)=O)=CC=1>CC(O)C>[F:30][C:24]1[CH:25]=[CH:26][CH:27]=[C:28]([F:29])[C:23]=1[NH:22][C:20](=[O:21])[C:19]1[CH:31]=[CH:32][CH:33]=[C:17]([C:9]2[N:10]=[C:11]3[CH:16]=[CH:15][CH:14]=[CH:13][N:12]3[C:8]=2[C:6]2[CH:5]=[CH:4][N:3]=[C:2]([NH:41][C:40]3[CH:42]=[C:36]([CH2:34][CH3:35])[C:37]([N:45]4[CH2:46][CH2:47][CH:48]([N:51]5[CH2:52][CH2:53][N:54]([S:57]([CH3:60])(=[O:59])=[O:58])[CH2:55][CH2:56]5)[CH2:49][CH2:50]4)=[CH:38][C:39]=3[O:43][CH3:44])[N:7]=2)[CH:18]=1. Procedure details: A mixture of 3-[3-(2-chloro-4-pyrimidinyl)imidazo[1,2-a]pyridin-2-yl]-N-(2,6-difluorophenyl)benzamide (Intermediate Example 1) (0.050 g, 0.11 mmol), 5-ethyl-2-(methyloxy)-4-{4-[4-(methylsulfonyl)-1-piperazinyl]-1-piperidinyl}aniline (Example 206, Step B) (0.043 g, 0.11 mmol) and para-toluenesulfonic acid (0.049 g, 0.26 mmol) in i-PrOH (5 mL) was heated in a microwave at 175° C. for 20 min. The reaction mixture was concentrated onto silica gel and purified by flash chromatography to afford the ti... Starting materials: resultant mixture, [Si](C)(C)(C(C)(C)C)OCCCNC(=O)OCC1=CC=CC=C1 (3-Benzyloxycarbonylamino-1-propanol t-butyldimethylsilyl ether), C(C)I (ethyl iodide), [H-].[Na+] (sodium hydride), C(C)(=O)OCC (Ethyl acetate). Run in C1CCOC1 (THF), O (water). Run at time 15 hour. Product: [Si](C)(C)(C(C)(C)C)OCCCN(CC)C(=O)OCC1=CC=CC=C1 (N-ethyl 3-benzyloxycarbonylamino-1-propanol t-butyl-dimethylsilyl ether). Yield: 80.0%. RXN SMILES: [Si:1]([O:8][CH2:9][CH2:10][CH2:11][NH:12][C:13]([O:15][CH2:16][C:17]1[CH:22]=[CH:21][CH:20]=[CH:19][CH:18]=1)=[O:14])([C:4]([CH3:7])([CH3:6])[CH3:5])([CH3:3])[CH3:2].[CH2:23](I)[CH3:24].[H-].[Na+].C(OCC)(=O)C>C1COCC1.O>[Si:1]([O:8][CH2:9][CH2:10][CH2:11][N:12]([C:13]([O:15][CH2:16][C:17]1[CH:22]=[CH:21][CH:20]=[CH:19][CH:18]=1)=[O:14])[CH2:23][CH3:24])([C:4]([CH3:6])([CH3:7])[CH3:5])([CH3:3])[CH3:2] |f:2.3|. Reported procedure: 3-Benzyloxycarbonylamino-1-propanol t-butyldimethylsilyl ether (10.1 g) was dissolved in THF (250 ml), and to the resulting solution were added under ice-cooling ethyl iodide (5.1 ml) and a 60% sodium hydride (as a mineral oil dispersion) (2.0 g). The resultant mixture was stirred under ice-cooling for 30 minutes and then at room temperature for 15 hours. Ethyl acetate and water were added to the reaction solution obtained. The organic layer so separated was washed with water and then dried over... Reactants: C1CCOC1, COCC1CC(C(=O)OC)N(C(=O)OC(C)(C)C)C1, CO, Cl, [Li+], [OH-]. Yields the product COCC1CC(C(=O)O)N(C(=O)OC(C)(C)C)C1. RXN SMILES: [CH2:23]1[O:24][CH2:25][CH2:26][CH2:27]1.[CH3:1][O:2][CH2:3][CH:4]1[CH2:5][CH:6]([C:16](=[O:17])[O:18][CH3:19])[N:7]([C:9](=[O:10])[O:11][C:12]([CH3:13])([CH3:14])[CH3:15])[CH2:8]1.[CH3:28][OH:29].[ClH:22].[Li+:21].[OH-:20]>>[CH3:1][O:2][CH2:3][CH:4]1[CH2:5][CH:6]([C:16](=[O:17])[OH:18])[N:7]([C:9](=[O:10])[O:11][C:12]([CH3:13])([CH3:14])[CH3:15])[CH2:8]1.